This data is from the Open Reaction Database (ORD), a public repository of structured organic reaction records. The task is: describe an organic reaction: reactants, conditions, products, and yield Starting materials: C1(CCCCC1)ON1C(CC(CC1(C)C)=NO)(C)C (1-cyclohexyloxy-2,2,6,6-tetramethylpiperidin-4-one oxime), C(C1=CC=CC=C1)=O (benzaldehyde), solid. The product is C1(=CC=CC=C1)C=[N+]([O-])C1CC(N(C(C1)(C)C)OC1CCCCC1)(C)C (alpha-Phenyl-N-(1-cyclohexyloxy-2,2,6,6-tetramethylpiperidin-4-yl)nitron). RXN SMILES: [CH:1]1([O:7][N:8]2[C:13]([CH3:15])([CH3:14])[CH2:12][C:11](=[N:16][OH:17])[CH2:10][C:9]2([CH3:19])[CH3:18])[CH2:6][CH2:5][CH2:4][CH2:3][CH2:2]1.[CH:20](=O)[C:21]1[CH:26]=[CH:25][CH:24]=[CH:23][CH:22]=1>>[C:21]1([CH:20]=[N+:16]([CH:11]2[CH2:12][C:13]([CH3:14])([CH3:15])[N:8]([O:7][CH:1]3[CH2:2][CH2:3][CH2:4][CH2:5][CH2:6]3)[C:9]([CH3:19])([CH3:18])[CH2:10]2)[O-:17])[CH:26]=[CH:25][CH:24]=[CH:23][CH:22]=1. Procedure: Following the general procedure of Example 1, the title compound is prepared from 1-cyclohexyloxy-2,2,6,6-tetramethylpiperidin-4-one oxime (2.7 g, 10 mmol) and 1.1 g (10 mmol) of benzaldehyde in a yield of 2.0 g (56%) as a white solid after flash chromatography on silica gel (8:1, heptane:ethyl acetate) which solid melts at 149°-151° C.